Dataset: the Open Reaction Database (ORD), a public repository of structured organic reaction records. Task: describe an organic reaction: reactants, conditions, products, and yield Starting materials: COC1=C(C=C(C=C1)[N+](=O)[O-])C1=NC(C2=NN=NC2=N1)=O (2-(2-methoxy-5-nitrophenyl)-8-azapurin-6-one), [H][H] (hydrogen). Reagents/catalysts: [Pt]=O (platinum oxide). The solvent is C(C)OCCO (2-ethoxyethanol). Yields the product O.NC=1C=CC(=C(C1)C1=NC(C2=NN=NC2=N1)=O)OC.NC=1C=CC(=C(C1)C1=NC(C2=NN=NC2=N1)=O)OC (2-(5-amino-2-methoxyphenyl)-8-azapurin-6-one hemihydrate). The yield is 17.3%. RXN SMILES: [CH3:1][O:2][C:3]1[CH:8]=[CH:7][C:6]([N+:9]([O-])=O)=[CH:5][C:4]=1[C:12]1[N:20]=[C:19]2[C:15](=[N:16][N:17]=[N:18]2)[C:14](=[O:21])[N:13]=1.[H][H]>C(OCCO)C.[Pt]=O>[OH2:2].[NH2:9][C:6]1[CH:7]=[CH:8][C:3]([O:2][CH3:1])=[C:4]([C:12]2[N:20]=[C:19]3[C:15](=[N:16][N:17]=[N:18]3)[C:14](=[O:21])[N:13]=2)[CH:5]=1.[NH2:9][C:6]1[CH:7]=[CH:8][C:3]([O:2][CH3:1])=[C:4]([C:12]2[N:20]=[C:19]3[C:15](=[N:16][N:17]=[N:18]3)[C:14](=[O:21])[N:13]=2)[CH:5]=1 |f:4.5.6|. Reported procedure: A solution of 2-(2-methoxy-5-nitrophenyl)-8-azapurin-6-one (1.87 g.) (prepared as described in Example 2) in 2-ethoxyethanol (50 ml.) was shaken at room temperature with a platinum oxide catalyst (0.12 g.) under hydrogen (5 kg/cm2). After the uptake of hydrogen was complete, the filtered solution was concentrated to dryness and the brown residual solid was recrystallised from aqueous N,N-dimethylformamide. A portion of this material was further purified by dissolution in 2N ammonium hydroxide so... Starting materials: COC(CC=1N=C(SC1CCC)C1=CC=C(C=C1)C(F)(F)F)=O ([5-Propyl-2-(4-trifluoromethyl-phenyl)-thiazol-4-yl]-acetic acid methyl ester), [H-].[Al+3].[Li+].[H-].[H-].[H-] (Lithium aluminum hydride). Solvent: O1CCCC1 (tetrahydrofuran). Run at temperature 0 celsius. Product: C(CC)C1=C(N=C(S1)C1=CC=C(C=C1)C(F)(F)F)CCO (2-[5-Propyl-2-(4-trifluoromethyl-phenyl)-thiazol-4-yl]-ethanol). Yield: 75.2%. RXN SMILES: C[O:2][C:3](=O)[CH2:4][C:5]1[N:6]=[C:7]([C:13]2[CH:18]=[CH:17][C:16]([C:19]([F:22])([F:21])[F:20])=[CH:15][CH:14]=2)[S:8][C:9]=1[CH2:10][CH2:11][CH3:12].[H-].[Al+3].[Li+].[H-].[H-].[H-]>O1CCCC1>[CH2:10]([C:9]1[S:8][C:7]([C:13]2[CH:14]=[CH:15][C:16]([C:19]([F:20])([F:22])[F:21])=[CH:17][CH:18]=2)=[N:6][C:5]=1[CH2:4][CH2:3][OH:2])[CH2:11][CH3:12] |f:1.2.3.4.5.6|. Procedure: [[5-Propyl-2-(4-trifluoromethyl-phenyl)-thiazol-4-yl]-acetic acid methyl ester (8.66 g, 24.2 mmol) is dissolved into anhydrous tetrahydrofuran (THF) (100 mL) and then cooled to 0° C. with stirring. Lithium aluminum hydride (24.2 mL, 1M in ThF, 24.2 mmol) is slowly added by syringe and the reaction is monitored by TLC. Upon complete conversion, the reaction is carefully quenched using water, base, and water. Celite is added to the reaction, followed by diethyl ether and the mixture is then filter... The reactants are ClC=1C=CC2=C(C(=NCC=3N2C(=NN3)Br)C3=NC=CC=C3)C1 (8-chloro-1-bromo-6-(2-pyridyl)-4H-s-triazolo[4,3-a][1,4]benzodiazepine), CN1CCNCC1 (1-methylpiperazine). The product is ClC=1C=CC2=C(C(=NCC=3N2C(=NN3)N3CCN(CC3)C)C3=NC=CC=C3)C1 (8-chloro-1-(4-methylpiperazino)-6-(2-pyridyl)-4H-s-triazolo[4,3-a][1,4]benzodiazepine). As a reaction SMILES: [Cl:1][C:2]1[CH:3]=[CH:4][C:5]2[N:11]3[C:12](Br)=[N:13][N:14]=[C:10]3[CH2:9][N:8]=[C:7]([C:16]3[CH:21]=[CH:20][CH:19]=[CH:18][N:17]=3)[C:6]=2[CH:22]=1.[CH3:23][N:24]1[CH2:29][CH2:28][NH:27][CH2:26][CH2:25]1>>[Cl:1][C:2]1[CH:3]=[CH:4][C:5]2[N:11]3[C:12]([N:27]4[CH2:28][CH2:29][N:24]([CH3:23])[CH2:25][CH2:26]4)=[N:13][N:14]=[C:10]3[CH2:9][N:8]=[C:7]([C:16]3[CH:21]=[CH:20][CH:19]=[CH:18][N:17]=3)[C:6]=2[CH:22]=1. Reported procedure: In the manner given in Example 1, 8-chloro-1-bromo-6-(2-pyridyl)-4H-s-triazolo[4,3-a][1,4]benzodiazepine is heated with 1-methylpiperazine to give 8-chloro-1-(4-methylpiperazino)-6-(2-pyridyl)-4H-s-triazolo[4,3-a][1,4]benzodiazepine.